This data is from the Open Reaction Database (ORD), a public repository of structured organic reaction records. The task is: describe an organic reaction: reactants, conditions, products, and yield Starting materials: BrC1=CC(=C2C=NN(C2=C1)S(=O)(=O)C1=CC=CC=C1)C=1OC(=NN1)CCl (6-Bromo-4-[5-(chloromethyl)-1,3,4-oxadiazol-2-yl]-1-(phenylsulfonyl)-1H-indazole), C1CCCC12OCCNC2 (6-oxa-9-azaspiro[4.5]decane), CCN(C(C)C)C(C)C (DIPEA), [I-].[Na+] (sodium iodide). The solvent is C(Cl)Cl (DCM), C(C)#N (acetonitrile). Reaction conditions: temperature 70 celsius. Yields the product BrC1=CC(=C2C=NN(C2=C1)S(=O)(=O)C1=CC=CC=C1)C1=NN=C(O1)CN1CCOC2(CCCC2)C1 (9-({5-[6-Bromo-1-(phenylsulfonyl)-1H-indazol-4-yl]-1,3,4-oxadiazol-2-yl}methyl)-6-oxa-9-azaspiro[4.5]decane). Isolated yield 30.0%. RXN SMILES: [Br:1][C:2]1[CH:10]=[C:9]2[C:5]([CH:6]=[N:7][N:8]2[S:11]([C:14]2[CH:19]=[CH:18][CH:17]=[CH:16][CH:15]=2)(=[O:13])=[O:12])=[C:4]([C:20]2[O:21][C:22]([CH2:25]Cl)=[N:23][N:24]=2)[CH:3]=1.[CH2:27]1[C:31]2([CH2:36][NH:35][CH2:34][CH2:33][O:32]2)[CH2:30][CH2:29][CH2:28]1.CCN(C(C)C)C(C)C.[I-].[Na+]>C(#N)C.C(Cl)Cl>[Br:1][C:2]1[CH:10]=[C:9]2[C:5]([CH:6]=[N:7][N:8]2[S:11]([C:14]2[CH:19]=[CH:18][CH:17]=[CH:16][CH:15]=2)(=[O:13])=[O:12])=[C:4]([C:20]2[O:21][C:22]([CH2:25][N:35]3[CH2:36][C:31]4([CH2:27][CH2:28][CH2:29][CH2:30]4)[O:32][CH2:33][CH2:34]3)=[N:23][N:24]=2)[CH:3]=1 |f:3.4|. Procedure details: 6-Bromo-4-[5-(chloromethyl)-1,3,4-oxadiazol-2-yl]-1-(phenylsulfonyl)-1H-indazole (200 mg, 0.441 mmol) in acetonitrile (2 ml) was treated with 6-oxa-9-azaspiro[4.5]decane (160 mg, 0.793 mmol), DIPEA (0.154 ml, 0.8825 mmol) and sodium iodide (66 mg, 0.44 mmol). The reaction mixture was heated at 70° C. for 5 h, then cooled, diluted with DCM and washed with aqueous HCl. The organic layer was separated using a hydrophobic frit, washed with water and the solvent removed under a stream of nitrogen. Th... The reactants are C1(=CC=C(C=C1)S(=O)(=O)OC[C@H]1COC=2C(=C3CC(NC3=CC2)=O)O1)C ((R)-2-(Toluene-4-sulfonyloxymethyl)-2,3,8,9-tetrahydro-7H-1,4-dioxino-[2,3-e]indol-8-one), NCCCC1=CNC2=CC=CC=C12 (3-(3-aminopropyl)indole). Solvent: CS(=O)C (DMSO), CS(=O)C (DMSO). Run at temperature 75 celsius. The product is N1C=C(C2=CC=CC=C12)CCCNCC1COC=2C(=C3CC(NC3=CC2)=O)O1 (2-{[3-(Indol-3-yl)-propylamino]-methyl}-2,3,8,9-tetrahydro-7H-1,4-dioxino-[2,3-e]indol-8-one). As a reaction SMILES: C1(C)C=CC(S(O[CH2:11][C@@H:12]2[O:25][C:16]3=[C:17]4[C:21](=[CH:22][CH:23]=[C:15]3[O:14][CH2:13]2)[NH:20][C:19](=[O:24])[CH2:18]4)(=O)=O)=CC=1.[NH2:27][CH2:28][CH2:29][CH2:30][C:31]1[C:39]2[C:34](=[CH:35][CH:36]=[CH:37][CH:38]=2)[NH:33][CH:32]=1>CS(C)=O>[NH:33]1[C:34]2[C:39](=[CH:38][CH:37]=[CH:36][CH:35]=2)[C:31]([CH2:30][CH2:29][CH2:28][NH:27][CH2:11][CH:12]2[O:25][C:16]3=[C:17]4[C:21](=[CH:22][CH:23]=[C:15]3[O:14][CH2:13]2)[NH:20][C:19](=[O:24])[CH2:18]4)=[CH:32]1. Reported procedure: (R)-2-(Toluene-4-sulfonyloxymethyl)-2,3,8,9-tetrahydro-7H-1,4-dioxino-[2,3-e]indol-8-one (1.5 g, 4.2 mmole) in DMSO (80 ml) was slowly added through a dropping funnel to 3-(3-aminopropyl)indole (1.1 g, 6.3 mmole) in DMSO (50 ml) and the mixture was heated at 75° C. for 17 hours. Most of DMSO was removed under reduced pressure and the residue was then partitioned between water and dichloromethane/isopropanol (3/1) solution. The separated organic layer was dried over anhydrous sodium sulfate, filt... Starting materials: dimethyl acetal, C(C1=CC=C(C=C1)OC)=O (p-anisaldehyde), solution, C(C)(C)(C)[Li] (t-butyl lithium), C(C)OCC (diethyl ether), CN(C=O)C (dimethylformamide). Conditions: time 1.5 hour. Product: COC=1C=CC(=C(C=O)C1)C(OC)OC (5-Methoxy-2-(dimethoxymethyl)benzaldehyde). Reaction SMILES: [CH:1](=[O:10])[C:2]1[CH:7]=[CH:6][C:5]([O:8][CH3:9])=[CH:4][CH:3]=1.[C:11]([Li])(C)(C)C.CN(C)[CH:18]=[O:19].[CH2:21]([O:23]CC)C>>[CH3:9][O:8][C:5]1[CH:6]=[CH:7][C:2]([CH:1]([O:19][CH3:18])[O:10][CH3:11])=[C:3]([CH:4]=1)[CH:21]=[O:23]. Procedure: A solution of the dimethyl acetal of p-anisaldehyde (5.3 g) in dry diethyl ether (90 mL) at 0° was treated with a 1.7 molar solution of t-butyl lithium (20.5 mL). The solution was stirred for 1.5 h at 0°, followed by addition of anhydrous dimethylformamide (2.9 mL). The solution was allowed to warm to 23° over 1 h, quenched by the addition of water, and extracted with ethyl acetate (2×200 mL). The combined organic layers were dried (MgSO4) and evaporated. The residue was purified by chromatograp... Reactants: COc1cccc(OC)c1C(=O)Cl, Clc1ccc2nc(NCC3CCNC3)oc2c1, ClCCl, Cl. Product: COc1cccc(OC)c1C(=O)N1CCC(CNc2nc3ccc(Cl)cc3o2)C1. As a reaction SMILES: [CH3:19][O:20][c:21]1[c:22]([C:23](=[O:24])[Cl:25])[c:26]([O:30][CH3:31])[cH:27][cH:28][cH:29]1.[Cl:1][c:2]1[cH:3][c:4]2[c:5]([n:6][c:7]([NH:9][CH2:10][CH:11]3[CH2:12][NH:13][CH2:14][CH2:15]3)[o:8]2)[cH:16][cH:17]1.[Cl:32][CH2:33][Cl:34].[ClH:18]>>[Cl:1][c:2]1[cH:3][c:4]2[c:5]([n:6][c:7]([NH:9][CH2:10][CH:11]3[CH2:12][N:13]([C:23]([c:22]4[c:21]([O:20][CH3:19])[cH:29][cH:28][cH:27][c:26]4[O:30][CH3:31])=[O:24])[CH2:14][CH2:15]3)[o:8]2)[cH:16][cH:17]1. Starting materials: Cl.NCCC1=COC2=C1C=C(C=C2)C(=O)OC (Methyl 3-(2-aminoethyl)-1-benzofuran-5-carboxylate hydrochloride), C(=C)CC(=O)O (Vinylacetic acid), 1-ethyl-3-(3-dimethylaminopropyl-3-ethyl)carbodiimide hydro-chloride, OC1=CC=CC=2NN=NC21 (hydroxybenzotriazole). The solvent is ClCCl (dichloromethane), ClCCl (dichloromethane). Conditions: temperature -20 celsius, time 30 minute. Product: C(CC=C)(=O)NCCC1=COC2=C1C=C(C=C2)C(=O)OC (Methyl 3-[2-(3-butenoylamino)ethyl]-1-benzofuran-5-carboxylate). As a reaction SMILES: [CH:1]([CH2:3][C:4](O)=[O:5])=[CH2:2].OC1C2N=NNC=2C=CC=1.Cl.[NH2:18][CH2:19][CH2:20][C:21]1[C:25]2[CH:26]=[C:27]([C:30]([O:32][CH3:33])=[O:31])[CH:28]=[CH:29][C:24]=2[O:23][CH:22]=1>ClCCl>[C:4]([NH:18][CH2:19][CH2:20][C:21]1[C:25]2[CH:26]=[C:27]([C:30]([O:32][CH3:33])=[O:31])[CH:28]=[CH:29][C:24]=2[O:23][CH:22]=1)(=[O:5])[CH2:3][CH:1]=[CH2:2] |f:2.3|. Procedure: Vinylacetic acid (1 mmol), 1-ethyl-3-(3-dimethylaminopropyl-3-ethyl)carbodiimide hydro-chloride (E.D.C.) (1.1 mmol) and hydroxybenzotriazole (HOBT) (1.1 mmol) are dissolved in dichloromethane (30 ml) in a flask cooled to −20° C. After 30 minutes, the compound obtained in Step A of Example 63 (1 mmol), dissolved in dichloromethane (20 ml), is added dropwise. The reaction mixture is stirred for 30 minutes at −20° C. and then overnight at ambient temperature. The dichloromethane is evaporated off a... Starting materials: BrC1=C(C=CC(=N1)C(=O)NC=1C=NN(C1[C@@H]1CC[C@H]([C@@H](CO1)F)NC(OC(C)(C)C)=O)C)F (tert-butyl ((3S,4R,7S)-7-(4-(6-bromo-5-fluoropicolinamido)-1-methyl-1H-pyrazol-5-yl)-3-fluorooxepan-4-yl)carbamate), BrC1=C(C=CC(=N1)C(=O)NC=1C=NN(C1[C@@H]1CC[C@H]([C@@H](CO1)F)NC(OC(C)(C)C)=O)C)F (tert-butyl ((3S,4R,7S)-7-(4-(6-bromo-5-fluoropicolinamido)-1-methyl-1H-pyrazol-5-yl)-3-fluorooxepan-4-yl)carbamate), FC1=C(C=C(C=C1)F)B(O)O ((2,5-difluorophenyl)boronic acid). Product: N[C@@H]1CC[C@H](OC[C@H]1F)C1=C(C=NN1C)NC(C1=NC(=C(C=C1)F)C1=C(C=CC(=C1)F)F)=O (N-(5-((2S,5R,6S)-5-amino-6-fluorooxepan-2-yl)-1-methyl-1H-pyrazol-4-yl)-6-(2,5-difluorophenyl)-5-fluoropicolinamide). RXN SMILES: Br[C:2]1[N:7]=[C:6]([C:8]([NH:10][C:11]2[CH:12]=[N:13][N:14]([CH3:32])[C:15]=2[C@H:16]2[O:22][CH2:21][C@@H:20]([F:23])[C@H:19]([NH:24]C(=O)OC(C)(C)C)[CH2:18][CH2:17]2)=[O:9])[CH:5]=[CH:4][C:3]=1[F:33].[F:34][C:35]1[CH:40]=[CH:39][C:38]([F:41])=[CH:37][C:36]=1B(O)O>>[NH2:24][C@H:19]1[C@H:20]([F:23])[CH2:21][O:22][C@H:16]([C:15]2[N:14]([CH3:32])[N:13]=[CH:12][C:11]=2[NH:10][C:8](=[O:9])[C:6]2[CH:5]=[CH:4][C:3]([F:33])=[C:2]([C:39]3[CH:40]=[C:35]([F:34])[CH:36]=[CH:37][C:38]=3[F:41])[N:7]=2)[CH2:17][CH2:18]1. Procedure details: Following the procedure for Example 101 starting from tert-butyl ((3S,4R,7S)-7-(4-(6-bromo-5-fluoropicolinamido)-1-methyl-1H-pyrazol-5-yl)-3-fluorooxepan-4-yl)carbamate (Intermediate 103), and replacing 3,6-dihydro-2H-pyran-4-boronic acid pinacol ester with (2,5-difluorophenyl)boronic acid gave 222. 1H NMR (400 MHz, DMSO-d6) δ 10.17 (s, 1H), 8.21 (dd, J=8.6, 3.7 Hz, 1H), 8.09 (dd, J=11.0, 8.6 Hz, 1H), 7.85-7.75 (m, 3H), 7.43 (tt, J=9.2, 2.4 Hz, 1H), 4.83 (dd, J=10.3, 3.8 Hz, 1H), 4.46-4.21 (m, 1... RXN SMILES: Cl[C:2]1[C:7]([N+:8]([O-:10])=[O:9])=[CH:6][CH:5]=[CH:4][N:3]=1.C(=O)([O-])[O-].[Na+].[Na+].[CH3:17][NH2:18]>C1(C)C=CC=CC=1>[CH3:17][NH:18][C:2]1[C:7]([N+:8]([O-:10])=[O:9])=[CH:6][CH:5]=[CH:4][N:3]=1 |f:1.2.3|. Solvent: C1(=CC=CC=C1)C (toluene). Procedure: A procedure similar to that described in Preparation 66 was repeated, except that 24.9 g of 2-chloro-3-nitropyridine, 41.7 g of sodium carbonate, 22.7 ml of a 30 % ethanolic solution of methylamine were reacted in 250 ml of toluene. After working up the product as described in Preparation 66, the resulting crude product was crystallized by trituration with isopropanol, to give 24.0 g of the title compound, melting at 52°-53° C. Yields the product CNC1=NC=CC=C1[N+](=O)[O-] (2-Methylamino-3-nitropyridine). The reactants are ClC1=NC=CC=C1[N+](=O)[O-] (2-chloro-3-nitropyridine), CN (methylamine), C([O-])([O-])=O.[Na+].[Na+] (sodium carbonate), ethanolic solution. Starting materials: Cl (hydrochloric acid), BrC=1C=C2CC(N(C(C2=CC1)=O)CC1=CC=C(C=C1)OC)=O (6-Bromo-2-(4-methoxy-benzyl)-4H-isoquinoline-1,3-dione), BrC=1C=C2CC(N(C(C2=CC1)=O)CC1=CC=C(C=C1)OC)=O (6-Bromo-2-(4-methoxy-benzyl)-4H-isoquinoline-1,3-dione), [BH4-].[Na+] (sodium borohydride). The solvent is ClCCl.CO (dichloromethane methanol). Reaction conditions: time 30 minute. Yields the product BrC=1C=C2C=CN(C(C2=CC1)=O)CC1=CC=C(C=C1)OC (6-Bromo-2-(4-methoxy-benzyl)-2H-isoquinolin-1-one). As a reaction SMILES: [Br:1][C:2]1[CH:3]=[C:4]2[C:9](=[CH:10][CH:11]=1)[C:8](=[O:12])[N:7]([CH2:13][C:14]1[CH:19]=[CH:18][C:17]([O:20][CH3:21])=[CH:16][CH:15]=1)[C:6](=O)[CH2:5]2.[BH4-].[Na+].Cl>ClCCl.CO>[Br:1][C:2]1[CH:3]=[C:4]2[C:9](=[CH:10][CH:11]=1)[C:8](=[O:12])[N:7]([CH2:13][C:14]1[CH:15]=[CH:16][C:17]([O:20][CH3:21])=[CH:18][CH:19]=1)[CH:6]=[CH:5]2 |f:1.2,4.5|. Reported procedure: To a solution of 6-bromo-2-(4-methoxy-benzyl)-4H-isoquinoline-1,3-dione (product of step iii)) (2.6 g) in dichloromethane:methanol (3:1, 80 mL) was added sodium borohydride (1.0 g) portionwise over 2 hours. The reaction mixture was acidified with hydrochloric acid and stirred for 30 minutes. The reaction mixture was evaporated and the residue partitioned between dichloromethane and water. The organic phase was washed with brine, dried, filtered and evaporated. The residue was purified (SiO2, 1:4...